From a dataset of the Open Reaction Database (ORD), a public repository of structured organic reaction records. describe an organic reaction: reactants, conditions, products, and yield Reaction SMILES: [CH3:53][OH:54].[Cl-:46].[OH:1][C:2]([CH:3]([CH3:4])[CH3:5])([c:6]1[n:7][cH:8][n:9]([C:11]([c:12]2[cH:13][cH:14][cH:15][cH:16][cH:17]2)([c:18]2[cH:19][cH:20][cH:21][cH:22][cH:23]2)[c:24]2[cH:25][cH:26][cH:27][cH:28][cH:29]2)[cH:10]1)[c:30]1[cH:31][c:32]2[cH:33][cH:34][c:35]([C:40](=[O:41])[NH:42][CH:43]([CH3:44])[CH3:45])[cH:36][c:37]2[cH:38][cH:39]1.[nH+:47]1[cH:48][cH:49][cH:50][cH:51][cH:52]1>>[OH:1][C:2]([CH:3]([CH3:4])[CH3:5])([c:6]1[n:7][cH:8][nH:9][cH:10]1)[c:30]1[cH:31][c:32]2[cH:33][cH:34][c:35]([C:40](=[O:41])[NH:42][CH:43]([CH3:44])[CH3:45])[cH:36][c:37]2[cH:38][cH:39]1. The reactants are CO, [Cl-], CC(C)NC(=O)c1ccc2cc(C(O)(c3cn(C(c4ccccc4)(c4ccccc4)c4ccccc4)cn3)C(C)C)ccc2c1, c1cc[nH+]cc1. Product: CC(C)NC(=O)c1ccc2cc(C(O)(c3c[nH]cn3)C(C)C)ccc2c1. The reactants are [N+](=O)([O-])C=1C=CC2=C(C(=NCC=3N2C(=NN3)CCl)C3=CC=CC=C3)C1 (8-nitro-1-(chloromethyl)-6-phenyl-4H-s-triazolo[4,3-a][1,4]benzodiazepine), [I-].[K+] (potassium iodide), C(CC)C=CCN (propylallylamine). Run in O1CCCC1 (tetrahydrofuran). The product is [N+](=O)([O-])C=1C=CC2=C(C(=NCC=3N2C(=NN3)CNCCCCC=C)C3=CC=CC=C3)C1 (8-nitro-1-[(allylpropylamino)methyl]-6-phenyl-4H-s-triazolo[4,3-a][1,4]benzodiazepine). RXN SMILES: [N+:1]([C:4]1[CH:5]=[CH:6][C:7]2[N:13]3[C:14]([CH2:17]Cl)=[N:15][N:16]=[C:12]3[CH2:11][N:10]=[C:9]([C:19]3[CH:24]=[CH:23][CH:22]=[CH:21][CH:20]=3)[C:8]=2[CH:25]=1)([O-:3])=[O:2].[I-].[K+].[CH2:28]([CH:31]=[CH:32][CH2:33][NH2:34])[CH2:29][CH3:30]>O1CCCC1>[N+:1]([C:4]1[CH:5]=[CH:6][C:7]2[N:13]3[C:14]([CH2:17][NH:34][CH2:33][CH2:32][CH2:31][CH2:28][CH:29]=[CH2:30])=[N:15][N:16]=[C:12]3[CH2:11][N:10]=[C:9]([C:19]3[CH:24]=[CH:23][CH:22]=[CH:21][CH:20]=3)[C:8]=2[CH:25]=1)([O-:3])=[O:2] |f:1.2|. Procedure details: In the manner given in Preparation 39, 8-nitro-1-(chloromethyl)-6-phenyl-4H-s-triazolo[4,3-a][1,4]benzodiazepine, potassium iodide and propylallylamine in tetrahydrofuran are reacted to give 8-nitro-1-[(allylpropylamino)methyl]-6-phenyl-4H-s-triazolo[4,3-a][1,4]benzodiazepine. Preparation 46 8-Fluoro-1-[(allylethylamino)methyl]-6-(o-fluorophenyl)-4H-s-triazolo[4,3-a][1,4]benzodiazepine